This data is from the Open Reaction Database (ORD), a public repository of structured organic reaction records. The task is: describe an organic reaction: reactants, conditions, products, and yield The reactants are CCOC(=O)c1cc(C)c2c(c1C(F)(F)F)C(=O)C(C)(C)CS2(=O)=O, CCO, [K+], [OH-], O. Product: Cc1cc(C(=O)O)c(C(F)(F)F)c2c1S(=O)(=O)CC(C)(C)C2=O. RXN SMILES: [CH2:1]([CH3:2])[O:3][C:4](=[O:5])[c:6]1[c:7]([C:22]([F:23])([F:24])[F:25])[c:8]2[c:13]([c:14]([CH3:16])[cH:15]1)[S:12](=[O:17])(=[O:18])[CH2:11][C:10]([CH3:19])([CH3:20])[C:9]2=[O:21].[CH3:28][CH2:29][OH:30].[K+:27].[OH-:26].[OH2:31]>>[O:3]=[C:4]([OH:5])[c:6]1[c:7]([C:22]([F:23])([F:24])[F:25])[c:8]2[c:13]([c:14]([CH3:16])[cH:15]1)[S:12](=[O:17])(=[O:18])[CH2:11][C:10]([CH3:19])([CH3:20])[C:9]2=[O:21]. Starting materials: C(O)([O-])=O.[Na+] (sodium hydrogen carbonate), N1=CC=CC=C1 (pyridine), C(C)(=O)Cl (acetyl chloride), COC1=CC=C(C2=C1N=C(S2)NC(C2=CC(=NC=C2)CNC)=O)N2CCOCC2 (N-(4-Methoxy-7-morpholin-4-yl-benzothiazol-2-yl)-2-methylaminomethyl-isonicotinamide). The solvent is ClCCl (dichloromethane). Reaction conditions: time 16 hour. Yields the product C(C)(=O)N(C)CC=1C=C(C(=O)NC=2SC3=C(N2)C(=CC=C3N3CCOCC3)OC)C=CN1 (2-[(Acetyl-methyl-amino)-methyl]-N-(4-methoxy-7-morpholin-4-yl-benzothiazol-2-yl)-isonicotinamide). The yield is 80.0%. Reaction SMILES: [CH3:1][O:2][C:3]1[C:8]2[N:9]=[C:10]([NH:12][C:13](=[O:23])[C:14]3[CH:19]=[CH:18][N:17]=[C:16]([CH2:20][NH:21][CH3:22])[CH:15]=3)[S:11][C:7]=2[C:6]([N:24]2[CH2:29][CH2:28][O:27][CH2:26][CH2:25]2)=[CH:5][CH:4]=1.N1C=CC=CC=1.[C:36](Cl)(=[O:38])[CH3:37].C(=O)([O-])O.[Na+]>ClCCl>[C:36]([N:21]([CH2:20][C:16]1[CH:15]=[C:14]([CH:19]=[CH:18][N:17]=1)[C:13]([NH:12][C:10]1[S:11][C:7]2[C:6]([N:24]3[CH2:29][CH2:28][O:27][CH2:26][CH2:25]3)=[CH:5][CH:4]=[C:3]([O:2][CH3:1])[C:8]=2[N:9]=1)=[O:23])[CH3:22])(=[O:38])[CH3:37] |f:3.4|. Procedure details: N-(4-Methoxy-7-morpholin-4-yl-benzothiazol-2-yl)-2-methylaminomethyl-isonicotinamide (207 mg, 0.5 mmol) is dissolved in dichloromethane (10 ml) and treated with pyridine (0.07 ml, 0.85 mmol) and acetyl chloride (0.05 ml, 0.7 mmol) and stirred for 16 h at ambient temperature. Saturated aqueous sodium hydrogen carbonate (10 ml) is added, the layers are separated and the aqueous phase extracted twice with each 10 ml dichloromethane. The combined organic phases are dried with magnesium sulfate and e... Reactants: C(C)OCC(=O)O (Ethoxyacetic acid), C1(CCCCC1)N=C=NC1CCCCC1 (dicyclohexylcarbodiimide), CN(C)C1=NC=CC=C1 (dimethylaminopyridine), C(C)(=O)OC\1C(CCC(CC(=O)OC(C(/C=C1)C)\C(=C\C=C\C(CC1C(C(C(CC)O)C)O1)C)\C)O[Si](C)(C)C(C)(C)C)(C)O ((8E,12E,14E)-7-acetoxy-3-t-butyldimethylsiloxy-6,21-dihydroxy-6,10,12,16,20-pentamethyl-18,19-epoxytricosa-8,12,14-trien-11-olide). Solvent: ClCCl (dichloromethane), C(C)(=O)OCC (ethyl acetate). Reaction conditions: time 4 hour. Yields the product C(C)(=O)OC\1C(CCC(CC(=O)OC(C(/C=C1)C)\C(=C\C=C\C(CC1C(C(C(CC)OC(COCC)=O)C)O1)C)\C)O[Si](C)(C)C(C)(C)C)(C)O ((8E,12E,14E)-7-Acetoxy-3-t-butyldimethylsiloxy-21-ethoxyacetoxy-6-hydroxy-6,10,12,16,20-pentamethyl-18,19-epoxytricosa-8,12,14-trien-11-olide). The yield is 86.3%. As a reaction SMILES: [CH2:1]([O:3][CH2:4][C:5]([OH:7])=[O:6])[CH3:2].C1(N=C=NC2CCCCC2)CCCCC1.CN(C1C=CC=CN=1)C.[C:32]([O:35][CH:36]1[C:37]([OH:76])([CH3:75])[CH2:38][CH2:39][CH:40]([O:67][Si:68]([C:71]([CH3:74])([CH3:73])[CH3:72])([CH3:70])[CH3:69])[CH2:41][C:42]([O:44][CH:45](/[C:50](/[CH3:66])=[CH:51]/[CH:52]=[CH:53]/[CH:54]([CH3:65])[CH2:55][CH:56]2[O:64][CH:57]2[CH:58]([CH3:63])[CH:59](O)[CH2:60][CH3:61])[CH:46]([CH3:49])[CH:47]=[CH:48]1)=[O:43])(=[O:34])[CH3:33]>ClCCl.C(OCC)(=O)C>[C:32]([O:35][CH:36]1[C:37]([OH:76])([CH3:75])[CH2:38][CH2:39][CH:40]([O:67][Si:68]([C:71]([CH3:72])([CH3:73])[CH3:74])([CH3:69])[CH3:70])[CH2:41][C:42]([O:44][CH:45](/[C:50](/[CH3:66])=[CH:51]/[CH:52]=[CH:53]/[CH:54]([CH3:65])[CH2:55][CH:56]2[O:64][CH:57]2[CH:58]([CH3:63])[CH:59]([O:6][C:5](=[O:7])[CH2:4][O:3][CH2:1][CH3:2])[CH2:60][CH3:61])[CH:46]([CH3:49])[CH:47]=[CH:48]1)=[O:43])(=[O:34])[CH3:33]. Procedure: Ethoxyacetic acid (23 mg, 0.22 mmol), dicyclohexylcarbodiimide (55 mg, 0.27 mmol) and dimethylaminopyridine (5.4 mg, 0.27 mmol) were added to a solution of (8E,12E,14E)-7-acetoxy-3-t-butyldimethylsiloxy-6,21-dihydroxy-6,10,12,16,20-pentamethyl-18,19-epoxytricosa-8,12,14-trien-11-olide (29 mg, 0.044 mmol) in dichloromethane (3 mL) at room temperature. The mixture was stirred at room temperature for 4 hours. The reaction mixture was diluted with ethyl acetate, and filtered through Celite. The filt... Reactants: I(=O)(=O)(=O)[O-].[Na+] (sodium metaperiodate), F[B-](F)(F)F (tetrafluoroborate), allyl ester, O[C@@H](C[N+](C)(C)C)CC([O-])=O (L-carnitine), N1=C(C=C(C=C1C)C)C (collidine), ClC(CCCCCCCCCCCCCOP([O-])[O-])Cl (dichlorotetradecylphosphite). Reaction SMILES: F[B-](F)(F)F.[OH:6][C@H:7]([CH2:13][C:14](=[O:16])[O-:15])[CH2:8][N+:9]([CH3:12])([CH3:11])[CH3:10].N1C(C)=CC(C)=[CH:19][C:18]=1[CH3:25].Cl[CH:27](Cl)[CH2:28][CH2:29][CH2:30][CH2:31][CH2:32][CH2:33][CH2:34][CH2:35][CH2:36][CH2:37][CH2:38][CH2:39][CH2:40][O:41][P:42]([O-:44])[O-:43].I([O-])(=O)(=O)=O.[Na+]>C(#N)C.O>[OH-:6].[CH3:11][N+:9]([CH3:12])([CH3:10])[CH2:8][CH:7]([O:6][P:42]([OH:44])([O:41][CH2:40][CH2:39][CH2:38][CH2:37][CH2:36][CH2:35][CH2:34][CH2:33][CH2:32][CH2:31][CH2:30][CH2:29][CH2:28][CH3:27])=[O:43])[CH2:13][C:14](=[O:15])[O:16][CH2:25][CH:18]=[CH2:19] |f:4.5,8.9|. Run in O (water), C(C)#N (acetonitrile), C(C)#N (acetonitrile). Product: [OH-].C[N+](CC(CC(OCC=C)=O)OP(=O)(OCCCCCCCCCCCCCC)O)(C)C (N,N,N-trimethyl-4-oxo-4-[(2-propenyl)oxyl]-2-[{hydroxy(tetradecyloxy)phosphinyl}oxy]-1-butanaminium hydroxide), salt. Procedure: To a solution of 3.6 gm of the tetrafluoroborate salt of the allyl ester of L-carnitine and 4.5 gm of collidine in 25 ml of acetonitrile is added 5.7 gm of dichlorotetradecylphosphite in 25 ml of acetonitrile. The reaction mixture is stirred at room temperature for 17 hours, and then a solution of 4 gm of sodium metaperiodate in 20 ml of water is added. After stirring at room temperature for two hours, the reaction mixture is filtered through Celite; and the filtrate is concentrated under vacuum... Reaction conditions: time 17 hour. Starting materials: C(C)(=O)OC(CN1C(N2C3=C(C=CC=C3SC=3C=CC(=CC23)C(F)(F)F)C1=O)=O)COC(C)=O (2-(2,3-diacetoxypropyl)-10-trifluoromethyl-1H-pyrimido[5,4,3-kl]phenothiazine-1,3(2H)-dione), Cl (hydrochloric acid). Run in CO (methanol). Run at time 8 hour. The product is OC(CN1C(N2C3=C(C=CC=C3SC=3C=CC(=CC23)C(F)(F)F)C1=O)=O)CO (2-(2,3-Dihydroxypropyl)-10-trifluoromethyl-1H-pyrimido[5,4,-3-kl]phenothiazine-1,3(2H)-dione). Reaction SMILES: C([O:4][CH:5]([CH2:30][O:31]C(=O)C)[CH2:6][N:7]1[C:27](=[O:28])[C:11]2[CH:12]=[CH:13][CH:14]=[C:15]3[S:16][C:17]4[CH:18]=[CH:19][C:20]([C:23]([F:26])([F:25])[F:24])=[CH:21][C:22]=4[N:9]([C:10]=23)[C:8]1=[O:29])(=O)C.Cl>CO>[OH:4][CH:5]([CH2:30][OH:31])[CH2:6][N:7]1[C:27](=[O:28])[C:11]2[CH:12]=[CH:13][CH:14]=[C:15]3[S:16][C:17]4[CH:18]=[CH:19][C:20]([C:23]([F:24])([F:25])[F:26])=[CH:21][C:22]=4[N:9]([C:10]=23)[C:8]1=[O:29]. Reported procedure: A mixture of 48.1 g. (0.0975 mol.) of 2-(2,3-diacetoxypropyl)-10-trifluoromethyl-1H-pyrimido[5,4,3-kl]phenothiazine-1,3(2H)-dione in 200 ml. of methanol and 25 ml. of concentrated hydrochloric acid was heated under reflux for 0.5 hour, then allowed to stand overnight at ambient temperature. The white solid that precipitated was isolated by filtration and washed with water to give the title compound, m.p. 159°-162° (chloroform). The reactants are [Al+3], CCOC(=O)CCCCc1c(-c2ccccc2)nn2c(CC)ccc2c1-c1cccc(Cl)c1, [H-], [H-], [H-], [H-], [Li+], C1CCOC1. Yields the product CCc1ccc2c(-c3cccc(Cl)c3)c(CCCCCO)c(-c3ccccc3)nn12. As a reaction SMILES: [Al+3:2].[Cl:7][c:8]1[cH:9][c:10](-[c:14]2[c:15]3[n:16]([n:17][c:18](-[c:29]4[cH:30][cH:31][cH:32][cH:33][cH:34]4)[c:19]2[CH2:20][CH2:21][CH2:22][CH2:23][C:24](=[O:25])[O:26][CH2:27][CH3:28])[c:35]([CH2:38][CH3:39])[cH:36][cH:37]3)[cH:11][cH:12][cH:13]1.[H-:1].[H-:4].[H-:5].[H-:6].[Li+:3].[O:40]1[CH2:41][CH2:42][CH2:43][CH2:44]1>>[Cl:7][c:8]1[cH:9][c:10](-[c:14]2[c:15]3[n:16]([n:17][c:18](-[c:29]4[cH:30][cH:31][cH:32][cH:33][cH:34]4)[c:19]2[CH2:20][CH2:21][CH2:22][CH2:23][CH2:24][OH:25])[c:35]([CH2:38][CH3:39])[cH:36][cH:37]3)[cH:11][cH:12][cH:13]1. Starting materials: Cl (hydrochloric acid), BrC1=CC=C(C(C2=CC(=CC=C2)OC)Cl)C=C1 (4-bromo-3'-methoxybenzhydryl chloride), CN1CCNCC1 (1-methylpiperazine), C1(=C(C(=C(C(=C1F)F)F)N)F)N.Cl.Cl (dihydrochloride). Reaction SMILES: [Br:1][C:2]1[CH:17]=[CH:16][C:5]([CH:6]([Cl:15])[C:7]2[CH:12]=[CH:11][CH:10]=[C:9]([O:13][CH3:14])[CH:8]=2)=[CH:4][CH:3]=1.[CH3:18][N:19]1[CH2:24][CH2:23][NH:22][CH2:21][CH2:20]1.C1(N)C(F)=C(F)C(F)=C(N)C=1F.[ClH:37].Cl.Cl>C(OCC)(=O)C>[ClH:15].[ClH:37].[Br:1][C:2]1[CH:17]=[CH:16][C:5]([CH:6]([N:22]2[CH2:23][CH2:24][N:19]([CH3:18])[CH2:20][CH2:21]2)[C:7]2[CH:12]=[CH:11][CH:10]=[C:9]([O:13][CH3:14])[CH:8]=2)=[CH:4][CH:3]=1 |f:2.3.4,7.8.9|. Reported procedure: The crude benzhydryl chloride from above (6.5 g, 21 mmole) was added to 8.3 g (83 mmole) of 1-methylpiperazine and the reaction was heated to reflux for four hours. After cooling to room temperature, the mixture was dissolved in 100 ml of ethyl acetate and washed with two 150 ml portions of 1.0 M sodium hydroxide, followed by two 150 ml portions of water and 100 ml of saturated aqueous sodium chloride. The solution was dried over magnesium sulfate and the solvent removed to give 6.5 g of crude p... Run in C(C)(=O)OCC (ethyl acetate). Yields the product Cl.Cl.BrC1=CC=C(C=C1)C(C1=CC(=CC=C1)OC)N1CCN(CC1)C (1-(α-(4-bromophenyl)-3-methoxybenzyl)-4-methylpiperazine dihydrochloride).